Dataset: the Open Reaction Database (ORD), a public repository of structured organic reaction records. Task: describe an organic reaction: reactants, conditions, products, and yield Solvent: CCOC(=O)C (EtOAc), O (Water). Procedure details: (3-Bromophenyl)methanol (500 mg) was mixed with DMF (10 ml), and sodium hydride (55% suspended in oil) was added thereto at 0° C., followed by stirring for 10 minutes under ice-cooling. 1-(Chloromethyl)-4-methoxybenzene (520 mg) was added to the reaction mixture, followed by stirring at room temperature for 2 hours. Water and EtOAc were added to the reaction mixture, and the organic layer was dried over MgSO4 and concentrated under reduced pressure. The obtained residue was purified by silica ge... Reactants: BrC=1C=C(C=CC1)CO ((3-Bromophenyl)methanol), CN(C)C=O (DMF), [H-].[Na+] (sodium hydride), ClCC1=CC=C(C=C1)OC (1-(Chloromethyl)-4-methoxybenzene). Yield: 97.5%. Reaction SMILES: [Br:1][C:2]1[CH:3]=[C:4]([CH2:8][OH:9])[CH:5]=[CH:6][CH:7]=1.CN(C=O)C.[H-].[Na+].Cl[CH2:18][C:19]1[CH:24]=[CH:23][C:22]([O:25][CH3:26])=[CH:21][CH:20]=1>CCOC(C)=O.O>[Br:1][C:2]1[CH:7]=[CH:6][CH:5]=[C:4]([CH2:8][O:9][CH2:18][C:19]2[CH:24]=[CH:23][C:22]([O:25][CH3:26])=[CH:21][CH:20]=2)[CH:3]=1 |f:2.3|. The product is BrC1=CC(=CC=C1)COCC1=CC=C(C=C1)OC (1-bromo-3-{[(4-methoxybenzyl)oxy]methyl}benzene). Run at time 10 minute. Reactants: FC(C(=O)O)(F)F (Trifluoroacetic acid), ClC1=C(NC2=CC=C(C=C12)NC(OC(C)(C)C)=O)C(=O)NCC1=C(C(=C(C=C1)Cl)OC1=CC(=CC(=C1)C#N)Cl)F (1,1-dimethylethyl (3-chloro-2-{[({4-chloro-3-[(3-chloro-5-cyanophenyl)oxy]-2-fluorophenyl}methyl)amino]carbonyl}-1H-indol-5-yl)carbamate). Solvent: ClCCl (dichloromethane). Reaction conditions: time 8 hour. The product is FC(C(=O)O)(F)F.NC=1C=C2C(=C(NC2=CC1)C(=O)NCC1=C(C(=C(C=C1)Cl)OC1=CC(=CC(=C1)C#N)Cl)F)Cl (5-amino-3-chloro-N-({4-chloro-3-[(3-chloro-5-cyanophenyl)oxy]-2-fluorophenyl}methyl)-1H-indole-2-carboxamide trifluoroacetate). Yield: 68.0%. As a reaction SMILES: [F:1][C:2]([F:7])([F:6])[C:3]([OH:5])=[O:4].[Cl:8][C:9]1[C:17]2[C:12](=[CH:13][CH:14]=[C:15]([NH:18]C(=O)OC(C)(C)C)[CH:16]=2)[NH:11][C:10]=1[C:26]([NH:28][CH2:29][C:30]1[CH:35]=[CH:34][C:33]([Cl:36])=[C:32]([O:37][C:38]2[CH:43]=[C:42]([C:44]#[N:45])[CH:41]=[C:40]([Cl:46])[CH:39]=2)[C:31]=1[F:47])=[O:27]>ClCCl>[F:1][C:2]([F:7])([F:6])[C:3]([OH:5])=[O:4].[NH2:18][C:15]1[CH:16]=[C:17]2[C:12](=[CH:13][CH:14]=1)[NH:11][C:10]([C:26]([NH:28][CH2:29][C:30]1[CH:35]=[CH:34][C:33]([Cl:36])=[C:32]([O:37][C:38]3[CH:43]=[C:42]([C:44]#[N:45])[CH:41]=[C:40]([Cl:46])[CH:39]=3)[C:31]=1[F:47])=[O:27])=[C:9]2[Cl:8] |f:3.4|. Reported procedure: Trifluoroacetic acid (0.5 mL, 6.49 mmol) was added to a suspension of 1,1-dimethylethyl (3-chloro-2-{[({4-chloro-3-[(3-chloro-5-cyanophenyl)oxy]-2-fluorophenyl}methyl)amino]carbonyl}-1H-indol-5-yl)carbamate (0.030 g, 0.050 mmol) in dichloromethane (3 mL). The resulting solution was stirred at room temperature overnight. The solvent was evaporated and the residue was purified by reverse phase HPLC (acetonitrile:water with 0.1% TFA) to give the title compound (0.021 g, 59%). 1H NMR (400 MHz, DMSO-... Reactants: [N+](=O)([O-])C1=CC=C(C2=CC=CC=C12)O (4-nitronaphthol), C1(=CC=CC=C1)P(C1=CC=CC=C1)C1=CC=CC=C1 (triphenylphosphine), NC1=NC=CC(=C1)CO (2-aminopyridine-4-methanol), N(=NC(=O)OC(C)C)C(=O)OC(C)C (diisopropyl azodicarboxylate). Solvent: C1CCOC1 (THF). Conditions: time 8 hour. Product: NC1=NC=CC(=C1)COC1=CC=C(C2=CC=CC=C12)[N+](=O)[O-] (2-Amino-4-[(4-nitronaphthalen-1-yloxy)methyl]pyridine). The yield is 56.3%. RXN SMILES: [N+:1]([C:4]1[C:13]2[C:8](=[CH:9][CH:10]=[CH:11][CH:12]=2)[C:7]([OH:14])=[CH:6][CH:5]=1)([O-:3])=[O:2].C1(P(C2C=CC=CC=2)C2C=CC=CC=2)C=CC=CC=1.[NH2:34][C:35]1[CH:40]=[C:39]([CH2:41]O)[CH:38]=[CH:37][N:36]=1.N(C(OC(C)C)=O)=NC(OC(C)C)=O>C1COCC1>[NH2:34][C:35]1[CH:40]=[C:39]([CH2:41][O:14][C:7]2[C:8]3[C:13](=[CH:12][CH:11]=[CH:10][CH:9]=3)[C:4]([N+:1]([O-:3])=[O:2])=[CH:5][CH:6]=2)[CH:38]=[CH:37][N:36]=1. Procedure: To a solution of 4-nitronaphthol (5.17 g, 27.3 mmol), triphenylphosphine (10.75 g, 41.0 mmol) and 2-aminopyridine-4-methanol (2) (5.09 g, 41.0 mmol) in THF (50 mL), at −15° C., was added dropwise diisopropyl azodicarboxylate (DIAD) (8.07 mL, 41.0 mmol). The mixture was stirred overnight at RT and the volatiles then removed in vacuo. The crude product was triturated from EtOAc (150 mL), filtered off and washed with EtOAc (100 mL). A second trituration from MeOH (100 mL) gave 2-amino-4-[(4-nitrona... Reactants: N1=CC=CC2=CC(=CC=C12)CN1N=NC=2C1=NC(=CC2)C(C)=O (1-(3-(Quinolin-6-ylmethyl)-3H-[1,2,3]triazolo[4,5-b]pyridin-5-yl)ethanone), C(C)(=O)[O-].[Na+] (sodium acetate), Cl.NO (hydroxylamine hydrochloride). Solvent: C(C)O (ethanol). Reaction conditions: time 12 hour. Product: N1=CC=CC2=CC(=CC=C12)CN1N=NC=2C1=NC(=CC2)C(C)=NO (1-(3-(Quinolin-6-ylmethyl)-3H-[1,2,3]triazolo[4,5-b]pyridin-5-yl)ethanone oxime). RXN SMILES: [N:1]1[C:10]2[C:5](=[CH:6][C:7]([CH2:11][N:12]3[C:16]4=[N:17][C:18]([C:21](=O)[CH3:22])=[CH:19][CH:20]=[C:15]4[N:14]=[N:13]3)=[CH:8][CH:9]=2)[CH:4]=[CH:3][CH:2]=1.C([O-])(=O)C.[Na+].Cl.[NH2:30][OH:31]>C(O)C>[N:1]1[C:10]2[C:5](=[CH:6][C:7]([CH2:11][N:12]3[C:16]4=[N:17][C:18]([C:21](=[N:30][OH:31])[CH3:22])=[CH:19][CH:20]=[C:15]4[N:14]=[N:13]3)=[CH:8][CH:9]=2)[CH:4]=[CH:3][CH:2]=1 |f:1.2,3.4|. Reported procedure: To a solution of example 208 (0.060 g, 0.197 mmol) in ethanol (1.3 ml), sodium acetate (0.016 g, 0.197 mmol) and hydroxylamine hydrochloride (0.013 g, 0.197 mmol) were added and stirred at RT for 12 h. The reaction mixture was concentrated and the residue was washed with bicarbonate solution, dichloromethane and dried under vacuum to afford the title compound as a ca. 9:1 mixture of two isomers. Off-white solid (0.030 g, 48%). M.P.: 259-261° C. 1H-NMR (δ ppm, DMSO-d6, 400 MHz): 11.95 (s, 0.9H), ... Reactants: C[S-], Nc1cccc(Cl)c1[N+](=O)[O-], [Na+], CN(C)C=O. The product is CSc1cccc(N)c1[N+](=O)[O-]. Reaction SMILES: [CH3:12][S-:13].[Cl:1][c:2]1[c:3]([N+:9](=[O:10])[O-:11])[c:4]([NH2:5])[cH:6][cH:7][cH:8]1.[Na+:14].[O:15]=[CH:16][N:17]([CH3:18])[CH3:19]>>[c:2]1([S:13][CH3:12])[c:3]([N+:9](=[O:10])[O-:11])[c:4]([NH2:5])[cH:6][cH:7][cH:8]1. Product: COC(=O)c1cscc1Br. RXN SMILES: [Br:6][c:7]1[cH:8][s:9][cH:10][c:11]1[Br:12].[CH2:18]1[O:19][CH2:20][CH2:21][CH2:22]1.[CH:2]([Mg+:3])([CH3:4])[CH3:5].[Cl-:1].[Cl:13][C:14](=[O:15])[O:16][CH3:17]>>[c:7]1([C:14](=[O:15])[O:16][CH3:17])[cH:8][s:9][cH:10][c:11]1[Br:12]. Reactants: Brc1cscc1Br, C1CCOC1, CC(C)[Mg+], [Cl-], COC(=O)Cl.